Dataset: the Open Reaction Database (ORD), a public repository of structured organic reaction records. Task: describe an organic reaction: reactants, conditions, products, and yield The reactants are O=C1CN2CCNCCN(CCN1CC2)CC(=O)O (12-oxo-1,4,7,10-tetraazabicyclo[8.2.2]tetradecane-4-acetic acid), [OH-].[Na+] (NaOH), Cl (HCl), anionic exchanger resin. Yields the product N1(CCNCCN(CCNCC1)CC(=O)O)CC(=O)O (1,4,7,10-tetraazacyclododecane-1,7-diacetic acid). Isolated yield 86.5%. Reaction SMILES: [O:1]=[C:2]1[N:13]2[CH2:14][CH2:15][N:4]([CH2:5][CH2:6][NH:7][CH2:8][CH2:9][N:10]([CH2:16][C:17]([OH:19])=[O:18])[CH2:11][CH2:12]2)[CH2:3]1.Cl.[OH-:21].[Na+]>>[N:10]1([CH2:16][C:17]([OH:19])=[O:18])[CH2:11][CH2:12][NH:13][CH2:14][CH2:15][N:4]([CH2:3][C:2]([OH:21])=[O:1])[CH2:5][CH2:6][NH:7][CH2:8][CH2:9]1 |f:2.3|. Procedure details: 20 g (0.074 mol) of 12-oxo-1,4,7,10-tetraazabicyclo[8.2.2]tetradecane-4-acetic acid, prepared as described in example 5, are dissolved in 88.8 g of 10% NaOH. The solution is refluxed overnight, then cooled and acidified to pH 12 by addition of conc. HCl. The resulting solution is percolated on a column containing 600 ml of anionic exchanger resin IRA420 (Rohm & Haas), which is washed repeatedly with water, then eluted with 1N HCl. The fractions containing the product are combined and concentrate... Starting materials: cuprous chloride, Cl (hydrochloric acid), C(C1=CC=CC=C1)C1(CCN(CC1)CCC(C(=O)C1=CC=CC=C1)N)O (γ-(4-benzyl-4-hydroxypiperidino)-2-aminobutyrophenone), N(=O)[O-].[Na+] (sodium nitrite), Cl (hydrochloric acid), diazonium salt. Run in O (water). Reaction conditions: time 2 hour. The product is Cl.C(C1=CC=CC=C1)C1(CCN(CC1)CCC(C(=O)C1=CC=CC=C1)Cl)O (γ-(4-benzyl-4-hydroxypiperidino)-2-chlorobutyrophenone hydrochloride). RXN SMILES: [CH2:1]([C:8]1([OH:26])[CH2:13][CH2:12][N:11]([CH2:14][CH2:15][CH:16](N)[C:17]([C:19]2[CH:24]=[CH:23][CH:22]=[CH:21][CH:20]=2)=[O:18])[CH2:10][CH2:9]1)[C:2]1[CH:7]=[CH:6][CH:5]=[CH:4][CH:3]=1.N([O-])=O.[Na+].[ClH:31]>O>[ClH:31].[CH2:1]([C:8]1([OH:26])[CH2:13][CH2:12][N:11]([CH2:14][CH2:15][CH:16]([Cl:31])[C:17]([C:19]2[CH:24]=[CH:23][CH:22]=[CH:21][CH:20]=2)=[O:18])[CH2:10][CH2:9]1)[C:2]1[CH:7]=[CH:6][CH:5]=[CH:4][CH:3]=1 |f:1.2,5.6|. Reported procedure: To a cooled solution of 3.6 g of γ-(4-benzyl-4-hydroxypiperidino)-2-aminobutyrophenone in 35 ml of 2N hydrochloric acid was added dropwise a solution of 0.74 g of sodium nitrite in 5 ml of water with stirring below 0° C. The resulting diazonium salt solution was added all at once to a cold suspension of 1.5 g of cuprous chloride in 5 ml of concentrated hydrochloric acid with vigorous stirring. The mixture was stirred for 30 minutes under cooling with ice, and stirring was continued for 2 hours a... The reactants are N1C=CC2=CC=CC(=C12)C=O (7-indole carboxaldehyde), [H-].[Na+] (Sodium hydride), oil, C(#N)CP(OCC)(OCC)=O (diethyl cyanomethylphosphonate). The solvent is O1CCCC1 (tetrahydrofuran), O1CCCC1 (tetrahydrofuran), C(C)(=O)OCC (ethyl acetate). Reaction conditions: time 15 minute. Yields the product C(#N)/C=C/C=1C=CC=C2C=CNC12 (7-[2-(E)-Cyanoethenyl]indole). RXN SMILES: [H-].[Na+].[C:3]([CH2:5]P(=O)(OCC)OCC)#[N:4].[NH:14]1[C:22]2[C:17](=[CH:18][CH:19]=[CH:20][C:21]=2[CH:23]=O)[CH:16]=[CH:15]1>O1CCCC1.C(OCC)(=O)C>[C:3](/[CH:5]=[CH:23]/[C:21]1[CH:20]=[CH:19][CH:18]=[C:17]2[C:22]=1[NH:14][CH:15]=[CH:16]2)#[N:4] |f:0.1|. Procedure details: Sodium hydride, 60% dispersion in mineral oil (0.10 g, 2.5 mmol) is added in portions over 10 minutes to a stirred solution of diethyl cyanomethylphosphonate (0.44 g, 2.5 mmol) in tetrahydrofuran (10 ml) cooled in ice. The mixture is stirred for 15 minutes then a solution of 7-indole carboxaldehyde (0.30 g, 2.1 mmol) in tetrahydrofuran (2 ml) is added dropwise. The mixture is stirred for 30 minutes, diluted with ethyl acetate, washed with water, dried and evaporated. The residue is chromatograph... RXN SMILES: [C:5]([CH:6]=[O:7])(=[O:8])[O:9][CH2:10][CH3:11].[SH:1][CH2:2][CH:3]=[O:4]>>[S:1]1[CH2:2][CH:3]([OH:4])[O:7][CH:6]1[C:5](=[O:8])[O:9][CH2:10][CH3:11]. Yields the product CCOC(=O)C1OC(O)CS1. Reactants: CCOC(=O)C=O, O=CCS. Starting materials: COC1=NC2=C(C=CC=C2C=C1)O (2-methoxyquinolin-8-ol), BrCC(=O)OCC (ethyl 2-bromoacetate), C(=O)([O-])[O-].[K+].[K+] (K2CO3). Run in CC#N (MeCN). Run at temperature 80 celsius, time 5 hour. Yields the product COC1=NC2=C(C=CC=C2C=C1)OCC(=O)OCC (ethyl 2-((2-methoxyquinolin-8-yl)oxy)acetate). Isolated yield 93.7%. As a reaction SMILES: [CH3:1][O:2][C:3]1[CH:12]=[CH:11][C:10]2[C:5](=[C:6]([OH:13])[CH:7]=[CH:8][CH:9]=2)[N:4]=1.Br[CH2:15][C:16]([O:18][CH2:19][CH3:20])=[O:17].C([O-])([O-])=O.[K+].[K+]>CC#N>[CH3:1][O:2][C:3]1[CH:12]=[CH:11][C:10]2[C:5](=[C:6]([O:13][CH2:15][C:16]([O:18][CH2:19][CH3:20])=[O:17])[CH:7]=[CH:8][CH:9]=2)[N:4]=1 |f:2.3.4|. Procedure: To a solution of 2-methoxyquinolin-8-ol (500 mg, 2.86 mmol) in MeCN (10 mL) was added ethyl 2-bromoacetate (501 mg, 3.0 mmol) and K2CO3 (789 mg, 5.72 mmol). The mixture was stirred at 80° C. for 5 h. The mixture was filtered and the filtrate evaporated to give the desired compound (700 mg, yield 94%). LCMS (m/z): 262.1 [M+H]+